Dataset: the Open Reaction Database (ORD), a public repository of structured organic reaction records. Task: describe an organic reaction: reactants, conditions, products, and yield Starting materials: [H-].[Na+] (sodium hydride), C(C1=CC=CC=C1)Br (benzyl bromide), N1=CNC2=C1C=CC=C2 (benzimidazole). Run in O1CCCC1 (tetrahydrofuran). Conditions: time 16 hour. Yields the product C(C1=CC=CC=C1)N1C=NC2=C1C=CC=C2 (1-Benzylbenzimidazole). The yield is 80.0%. Reaction SMILES: [N:1]1[C:5]2[CH:6]=[CH:7][CH:8]=[CH:9][C:4]=2[NH:3][CH:2]=1.[H-].[Na+].[CH2:12](Br)[C:13]1[CH:18]=[CH:17][CH:16]=[CH:15][CH:14]=1>O1CCCC1>[CH2:12]([N:1]1[C:5]2[CH:6]=[CH:7][CH:8]=[CH:9][C:4]=2[N:3]=[CH:2]1)[C:13]1[CH:18]=[CH:17][CH:16]=[CH:15][CH:14]=1 |f:1.2|. Procedure details: A solution of 4.96 g (42 mmol) of benzimidazole in 250 ml of tetrahydrofuran was cooled under N2 atmosphere to 0° C. and treated sequentially with 2.12 g (44 mmol) of sodium hydride (50% dispersion in oil) and 5.0 ml (42 mmol) of benzyl bromide. The resulting suspension was stirred at ambient temperature for 16 h, washed sequentially with water and saturated brine, dried over MgSO4, and concentrated. The resulting oil was taken up in 75 ml of ethyl acetate, triturated with 300 ml of hexane, and ...